From a dataset of the Open Reaction Database (ORD), a public repository of structured organic reaction records. describe an organic reaction: reactants, conditions, products, and yield The reactants are C(C1=CC=CC=C1)OC=1C=CC(=C(C1)\C=C\C(CC(\C=C\C1=CC=C(C=C1)O)=O)=O)[N+](=O)[O-] ((1E,6E)-1-(5-benzyloxy-2-nitrophenyl)-7-(4-hydroxyphenyl)hepta-1,6-diene-3,5-dione), OC1=CC=C(C=C1)\C=C\C(CC(\C=C\C1=C(C=CC=C1)[N+](=O)[O-])=O)=O ((1E,6E)-1-(4-hydroxyphenyl)-7-(2-nitrophenyl)hepta-1,6-diene-3,5-dione). The product is NC1=C(C=C(C=C1)OCC1=CC=CC=C1)\C=C\C(CC(\C=C\C1=CC=C(C=C1)O)=O)=O ((1E,6E)-1-(2-amino-5-benzyloxyphenyl)-7-(4-hydroxyphenyl)hepta-1,6-diene-3,5-dione), solid. The yield is 35.0%. Reaction SMILES: [CH2:1]([O:8][C:9]1[CH:10]=[CH:11][C:12]([N+:31]([O-])=O)=[C:13](/[CH:15]=[CH:16]/[C:17](=[O:30])[CH2:18][C:19](=[O:29])/[CH:20]=[CH:21]/[C:22]2[CH:27]=[CH:26][C:25]([OH:28])=[CH:24][CH:23]=2)[CH:14]=1)[C:2]1[CH:7]=[CH:6][CH:5]=[CH:4][CH:3]=1.OC1C=CC(/C=C/C(=O)CC(=O)/C=C/C2C=CC=CC=2[N+]([O-])=O)=CC=1>>[NH2:31][C:12]1[CH:11]=[CH:10][C:9]([O:8][CH2:1][C:2]2[CH:3]=[CH:4][CH:5]=[CH:6][CH:7]=2)=[CH:14][C:13]=1/[CH:15]=[CH:16]/[C:17](=[O:30])[CH2:18][C:19](=[O:29])/[CH:20]=[CH:21]/[C:22]1[CH:23]=[CH:24][C:25]([OH:28])=[CH:26][CH:27]=1. Reported procedure: The title compound was synthesized using the same procedure employed for Example 349, but with (1E,6E)-1-(5-benzyloxy-2-nitrophenyl)-7-(4-hydroxyphenyl)hepta-1,6-diene-3,5-dione (10 mg, 22 μmol, synthesized in Example 342) as the starting material instead of (1E,6E)-1-(4-hydroxyphenyl)-7-(2-nitrophenyl)hepta-1,6-diene-3,5-dione, and was purified by silica gel column chromatography eluting with hexane/ethyl acetate=75/25 to 60/40. The product was obtained as a solid (3.3 mg, 35%) having the follo... The reactants are 36, OCCCC1CCN(CC1)C(=O)OCC (ethyl 4-(3-hydroxypropyl)-1-piperidinecarboxylate), S(=O)(Cl)Cl (thionyl chloride). Run in C1=CC=CC=C1 (benzene). Reaction conditions: time 8 hour. Product: 33, ClCCCC1CCN(CC1)C(=O)OCC (ethyl 4-(3-chloropropyl)-1-piperidinecarboxylate). Yield: 83.8%. RXN SMILES: O[CH2:2][CH2:3][CH2:4][CH:5]1[CH2:10][CH2:9][N:8]([C:11]([O:13][CH2:14][CH3:15])=[O:12])[CH2:7][CH2:6]1.S(Cl)([Cl:18])=O>C1C=CC=CC=1>[Cl:18][CH2:2][CH2:3][CH2:4][CH:5]1[CH2:10][CH2:9][N:8]([C:11]([O:13][CH2:14][CH3:15])=[O:12])[CH2:7][CH2:6]1. Procedure: To a stirred mixture of 36 parts of ethyl 4-(3-hydroxypropyl)-1-piperidinecarboxylate and 261 parts of benzene were added dropwise 21.5 parts of thionyl chloride at 5°-10° C. Upon complete addition, stirring was continued overnight at this temperature. The reaction mixture was evaporated and the residue was taken up in methylbenzene. The solvent was evaporated (this was repeated twice), yielding 33 parts (83.8%) of ethyl 4-(3-chloropropyl)-1-piperidinecarboxylate as a residue (int. 58). Reactants: [Li+].[OH-] (LiOH), C(C)OC(CN(C(=O)NC1=NC=NC(=C1)C1=C(C=CC=C1)OC)C)=O ({3-[6-(2-methoxy-phenyl)-pyrimidin-4-yl]-1-methyl-ureido}-acetic acid ethyl ester). Run in O (water), C1CCOC1 (THF), O (water). Conditions: time 2 hour. Yields the product COC1=C(C=CC=C1)C1=CC(=NC=N1)NC(N(C)CC(=O)O)=O ({3-[6-(2-methoxy-phenyl)-pyrimidin-4-yl]-1-methyl-ureido}-acetic acid). RXN SMILES: C([O:3][C:4](=[O:25])[CH2:5][N:6]([CH3:24])[C:7]([NH:9][C:10]1[CH:15]=[C:14]([C:16]2[CH:21]=[CH:20][CH:19]=[CH:18][C:17]=2[O:22][CH3:23])[N:13]=[CH:12][N:11]=1)=[O:8])C.[Li+].[OH-]>C1COCC1.O>[CH3:23][O:22][C:17]1[CH:18]=[CH:19][CH:20]=[CH:21][C:16]=1[C:14]1[N:13]=[CH:12][N:11]=[C:10]([NH:9][C:7](=[O:8])[N:6]([CH2:5][C:4]([OH:25])=[O:3])[CH3:24])[CH:15]=1 |f:1.2|. Procedure details: To a solution of {3-[6-(2-methoxy-phenyl)-pyrimidin-4-yl]-1-methyl-ureido}-acetic acid ethyl ester (LVIII) (370 mg, 1.03 mmol) in a mixture of THF and water (1:1) was added a solution of LiOH (87.0 mg, 2.06 mmol) in water at ice bath temperature over 10 min and then allowed to stir for two hours at room temperature. THF was evaporated and the aqueous solution was acidified with 2N HCl. This aqueous phase was then extracted with ethyl acetate (2×100 ml), the combined organic phases were washed wi... Reactants: COCCOCCO (2-(2-methoxyethoxy)ethanol), CS(=O)(=O)Cl (methanesulfonyl chloride), TEA. Solvent: C(Cl)Cl (DCM). Conditions: time 5 minute. Product: CS(=O)(=O)OCCOCCOC (2-(2-methoxyethoxy)ethyl methanesulfonate). RXN SMILES: [CH3:1][O:2][CH2:3][CH2:4][O:5][CH2:6][CH2:7][OH:8].[CH3:9][S:10](Cl)(=[O:12])=[O:11]>C(Cl)Cl>[CH3:9][S:10]([O:8][CH2:7][CH2:6][O:5][CH2:4][CH2:3][O:2][CH3:1])(=[O:12])=[O:11]. Procedure details: To a solution of 2-(2-methoxyethoxy)ethanol (300 mg, 2.5 mmol) in DCM (5 mL) was added methanesulfonyl chloride (370 mg, 2.6 mmol) dropwise at 0° C. After stirred at this temperature for 5 min, TEA (505 mg, 5.0 mmol) was added. It was stirred at room temperature overnight. The mixture was partitioned between DCM and water. The organic layers were combined, dried over sodium sulfate, filtered and concentrated to give a crude oil product, which was used without purification. Product tlc [petroleum... The reactants are ClC1=C(C=C2C(=CC(NC2=C1)=O)O)I (7-Chloro-4-hydroxy-6-iodo-2(1H)-quinolinone), ClC1=C(C=C2C(=CC(NC2=C1)=O)O)I (7-Chloro-4-hydroxy-6-iodo-2(1H)-quinolinone), [N+](=O)(O)[O-] (nitric acid), ice water. Reaction conditions: time 15 minute. Product: ClC1=C(C=C2C(=C(C(NC2=C1)=O)[N+](=O)[O-])O)I (7-chloro-4-hydroxy-6-iodo-3-nitro-2(1H)-quinolinone). Yield: 81.9%. RXN SMILES: [Cl:1][C:2]1[CH:11]=[C:10]2[C:5]([C:6]([OH:13])=[CH:7][C:8](=[O:12])[NH:9]2)=[CH:4][C:3]=1[I:14].[N+:15]([O-])([OH:17])=[O:16]>>[Cl:1][C:2]1[CH:11]=[C:10]2[C:5]([C:6]([OH:13])=[C:7]([N+:15]([O-:17])=[O:16])[C:8](=[O:12])[NH:9]2)=[CH:4][C:3]=1[I:14]. Reported procedure: 7-Chloro-4-hydroxy-6-iodo-2(1H)-quinolinone (Intermediate 142) (300 mg, 0.933 mmol) was dissolved in nitric acid (1 mL, 22.38 mmol) and the reaction mixture was stirred 15 min at room temperature and heated 30 min at 75° C. After cooling, the reaction mixture was poured into ice water and the precipitate was filtered and dried to give the title compound 7-chloro-4-hydroxy-6-iodo-3-nitro-2(1H)-quinolinone (280 mg, 0.764 mmol, 82% yield) as yellow solid. LCMS: (M+H)+=367; Rt=2.06 min. Reactants: O (water), C(C)(C)(C)OC(=O)NC1C(NC2=C(C(=N1)C1=C(C=CC=C1)F)C=CC=C2)=O ((3RS)-3-tert-butoxycarbonylamino-5-(2-fluorophenyl)-2,3-dihydro-1H-1,4-benzodiazepin-2-one), [H-].[Na+] (sodium hydride), BrCC(=O)OCC (ethyl bromoacetate). Run in CN(C=O)C (N,N-dimethylformamide). Reaction conditions: temperature 5 celsius. The product is C(C)OC(=O)CN1C(C(N=C(C2=C1C=CC=C2)C2=C(C=CC=C2)F)NC(=O)OC(C)(C)C)=O ((3RS)-1-ethoxycarbonylmethyl-3-tert-butoxycarbonylamino-5-(2-fluorophenyl)-2,3-dihydro-1H-1,4-benzodiazepin-2-one). Yield: 100.0%. RXN SMILES: [C:1]([O:5][C:6]([NH:8][CH:9]1[N:15]=[C:14]([C:16]2[CH:21]=[CH:20][CH:19]=[CH:18][C:17]=2[F:22])[C:13]2[CH:23]=[CH:24][CH:25]=[CH:26][C:12]=2[NH:11][C:10]1=[O:27])=[O:7])([CH3:4])([CH3:3])[CH3:2].[H-].[Na+].Br[CH2:31][C:32]([O:34][CH2:35][CH3:36])=[O:33].O>CN(C)C=O>[CH2:35]([O:34][C:32]([CH2:31][N:11]1[C:12]2[CH:26]=[CH:25][CH:24]=[CH:23][C:13]=2[C:14]([C:16]2[CH:21]=[CH:20][CH:19]=[CH:18][C:17]=2[F:22])=[N:15][CH:9]([NH:8][C:6]([O:5][C:1]([CH3:4])([CH3:2])[CH3:3])=[O:7])[C:10]1=[O:27])=[O:33])[CH3:36] |f:1.2|. Procedure: To a solution of (3RS)-3-tert-butoxycarbonylamino-5-(2-fluorophenyl)-2,3-dihydro-1H-1,4-benzodiazepin-2-one (5.88 g) in N,N-(1imethylformamide (100 ml) was added portionwise sodium hydride (60% dispersion in mineral oil, 0.76 g) under stirring and cooling at 5° C. The mixture was stirred under the same condition for 0.5 hour and at ambient temperature for 1 hour. To the mixture was added dropwise a solution of ethyl bromoacetate (3.19 g) in N,N-dimethylformamide (10 ml) under cooling in an ice-b... Starting materials: NCC(=O)N(C1=CC=CC=C1)CC(=O)NCC1=CC=CC=C1 (2-(2-amino-N-phenylacetamido)-N-benzylacetamide), CC=1C=C(C=CC1)N=C=O (3-methylphenyl isocyanate). Yields the product C(C1=CC=CC=C1)NC(CN(C(CNC(=O)NC1=CC(=CC=C1)C)=O)C1=CC=CC=C1)=O (N-benzyl-2-{2-[3-(3-methylphenyl)ureido]-N-phenylacetamido]acetamide). Yield: 47.8%. As a reaction SMILES: [NH2:1][CH2:2][C:3]([N:5]([CH2:12][C:13]([NH:15][CH2:16][C:17]1[CH:22]=[CH:21][CH:20]=[CH:19][CH:18]=1)=[O:14])[C:6]1[CH:11]=[CH:10][CH:9]=[CH:8][CH:7]=1)=[O:4].[CH3:23][C:24]1[CH:25]=[C:26]([N:30]=[C:31]=[O:32])[CH:27]=[CH:28][CH:29]=1>>[CH2:16]([NH:15][C:13](=[O:14])[CH2:12][N:5]([C:6]1[CH:11]=[CH:10][CH:9]=[CH:8][CH:7]=1)[C:3](=[O:4])[CH2:2][NH:1][C:31]([NH:30][C:26]1[CH:27]=[CH:28][CH:29]=[C:24]([CH3:23])[CH:25]=1)=[O:32])[C:17]1[CH:18]=[CH:19][CH:20]=[CH:21][CH:22]=1. Procedure: The procedure is analogous to that described in Example 1, but 0.25 g of 2-(2-amino-N-phenylacetamido)-N-benzylacetamide and 0.11 g of 3-methylphenyl isocyanate are used as the starting material. After recrystallization from acetonitrile, 0.17 g of N-benzyl-2-{2-[3-(3-methylphenyl)ureido]-N-phenylacetamido]acetamide melting at 204° C. is obtained.